From a dataset of the Open Reaction Database (ORD), a public repository of structured organic reaction records. describe an organic reaction: reactants, conditions, products, and yield Starting materials: C(C)(C)(C)OC(=O)N1C(COCC1)C(NC1=CC=C(C=C1)C#CC=1C(=NN(C1)CCO)C1=C(C=CC(=C1)Cl)O)=O (3(R,S)-{4-[3-(5-Chloro-2-hydroxy-phenyl)-1-(2-hydroxy-ethyl)-1H-pyrazol-4-ylethynyl]-phenylcarbamoyl}-morpholine-4-carboxylic acid tert-butyl ester), NC1=CC=C(C=C1)C#CC=1C(=NN(C1)CCO)C1=C(C=CC(=C1)Cl)O (2-[4-(4-Amino-phenylethynyl)-1-(2-hydroxy-ethyl)-1H-pyrazol-3-yl]-4-chloro-phenol), C(C)(C)(C)OC(=O)N1[C@@H](COCC1)C(=O)O ((S)-morpholine-3,4-dicarboxylic acid 4-tert-butyl ester). As a reaction SMILES: [C:1]([O:5][C:6]([N:8]1[CH2:13][CH2:12][O:11][CH2:10][CH:9]1[C:14](=[O:40])[NH:15][C:16]1[CH:21]=[CH:20][C:19]([C:22]#[C:23][C:24]2[C:25]([C:32]3[CH:37]=[C:36]([Cl:38])[CH:35]=[CH:34][C:33]=3[OH:39])=[N:26][N:27]([CH2:29][CH2:30][OH:31])[CH:28]=2)=[CH:18][CH:17]=1)=[O:7])([CH3:4])([CH3:3])[CH3:2].NC1C=CC(C#CC2C(C3C=C(Cl)C=CC=3O)=NN(CCO)C=2)=CC=1.C(OC(N1CCOC[C@H]1C(O)=O)=O)(C)(C)C>>[C:1]([O:5][C:6]([N:8]1[CH2:13][CH2:12][O:11][CH2:10][C@H:9]1[C:14](=[O:40])[NH:15][C:16]1[CH:17]=[CH:18][C:19]([C:22]#[C:23][C:24]2[C:25]([C:32]3[CH:37]=[C:36]([Cl:38])[CH:35]=[CH:34][C:33]=3[OH:39])=[N:26][N:27]([CH2:29][CH2:30][OH:31])[CH:28]=2)=[CH:20][CH:21]=1)=[O:7])([CH3:4])([CH3:2])[CH3:3]. Procedure: Using the same procedure for the preparation of 16A, reaction of compound 2A with (S)-morpholine-3,4-dicarboxylic acid 4-tert-butyl ester (19A) afforded the title compound 20A as a white powder in similar yield. Its 1H NMR and LCMS data are identical with those of compound 16A. The product is C(C)(C)(C)OC(=O)N1[C@@H](COCC1)C(NC1=CC=C(C=C1)C#CC=1C(=NN(C1)CCO)C1=C(C=CC(=C1)Cl)O)=O (3(S)-{4-[3-(5-Chloro-2-hydroxy-phenyl)-1-(2-hydroxy-ethyl)-1H-pyrazol-4-ylethynyl]-phenylcarbamoyl}-morpholine-4-carboxylic acid tert-butyl ester). Reactants: C(C)(=O)N1CCC2=C(C(=C(C(=C12)NC(C(C)(C)C)=O)C)COC(C)=O)C (N-(1-Acetyl-5-acetoxymethyl-4,6-dimethylindolin-7-yl)-2,2-dimethyl-propanamide), C(#N)OC (NCOCH3), [OH-].[Na+] (NaOH), N1CCC2=CC=CC=C12 (Indoline), N1CCC2=CC=CC=C12 (Indoline). Solvent: CCO (EtOH), O (water). Product: OCC=1C(=C2CCNC2=C(C1C)NC(C(C)(C)C)=O)C (N-(5-hydroxymethyl-4,6-dimethylindolin-7-yl)-2,2-dimethylpropanamide). Yield: 52.2%. As a reaction SMILES: C(OC)#N.N1C2C(=CC=CC=2)CC1.C([N:17]1[C:25]2[C:20](=[C:21]([CH3:39])[C:22]([CH2:34][O:35]C(=O)C)=[C:23]([CH3:33])[C:24]=2[NH:26][C:27](=[O:32])[C:28]([CH3:31])([CH3:30])[CH3:29])[CH2:19][CH2:18]1)(=O)C.[OH-].[Na+]>CCO.O>[OH:35][CH2:34][C:22]1[C:21]([CH3:39])=[C:20]2[C:25](=[C:24]([NH:26][C:27](=[O:32])[C:28]([CH3:29])([CH3:30])[CH3:31])[C:23]=1[CH3:33])[NH:17][CH2:18][CH2:19]2 |f:3.4|. Procedure: 1.27 (9H, s, —C(CH3)3), 2.04 (3H, s, OCOCH3), 2.23, 2.26, 2.30 (9H, s×3, —CH3×2, >NCOCH3), 3.00 (2H, br, Indoline C3-H), 4.05 (2H, br, Indoline C2—H), 5.20 (2H, s, —CH2O—), 9.10 (1H, br, >NH). (2) N-(1-Acetyl-5-acetoxymethyl-4,6-dimethylindolin-7-yl)-2,2-dimethyl-propanamide (7.5 g) was dissolved in EtOH (70 ml) and a solution of NaOH (8.3 g) in water (20 ml) was added, which was followed by refluxing for 10 hr. EtoH was evaporated under reduced pressure and CHCl3 (200 ml) was added. After washi... Reactants: CO (MeOH), N (ammonia), ClC=1C2=C(N=CN1)N(C=C2I)[C@H]2C[C@H](OC(=O)C1=CC=C(C=C1)C)[C@H](O2)COC(=O)C2=CC=C(C=C2)C (4-chloro-7-[2-deoxy-3,5-di-O-(4-toluoyl)-β-D-erythropentofuranosyl]-5-iodo-7H-pyrrolo[2,3-d]pyrimidine), C(Cl)Cl.CO (CH2Cl2 MeOH), steel, CO (MeOH). Solvent: O1CCOCC1 (dioxane). Yields the product NC=1C2=C(N=CN1)N(C=C2I)[C@H]2C[C@H](O)[C@H](O2)CO (4-Amino-7-(2-deoxy-β-D-erythropentofuranosyl)-5-iodo-7H-pyrrolo [2,3-d]pyrimidine). Reaction SMILES: [NH3:1].Cl[C:3]1[C:4]2[C:11]([I:12])=[CH:10][N:9]([C@@H:13]3[O:27][C@H:26]([CH2:28][O:29]C(C4C=CC(C)=CC=4)=O)[C@@H:15]([O:16]C(C4C=CC(C)=CC=4)=O)[CH2:14]3)[C:5]=2[N:6]=[CH:7][N:8]=1.CO.C(Cl)Cl.CO>O1CCOCC1>[NH2:1][C:3]1[C:4]2[C:11]([I:12])=[CH:10][N:9]([C@@H:13]3[O:27][C@H:26]([CH2:28][OH:29])[C@@H:15]([OH:16])[CH2:14]3)[C:5]=2[N:6]=[CH:7][N:8]=1 |f:3.4|. Procedure details: 25% aqueous ammonia is added to 1.0 g (2.5 mmol) of 4-chloro-7-[2-deoxy-3,5-di-O-(4-toluoyl)-β-D-erythropentofuranosyl]-5-iodo-7H-pyrrolo[2,3-d]pyrimidine which is dissolved in 80 ml of dioxane (80 ml). The mixture is stirred in a steel cylinder at 110° C. for 48 h. After the solvent has been evaporated off, the concentrated residue is chromatographed on silica gel (20×5 cm column, solvent B). Colorless crystals from MeOH (0.75 g, 2.0 mmol, 45%). M.p. 194° C. TLC: Rf 0.4 (CH2Cl2/MeOH, 9:1). UV (... Reactants: CC[SiH](CC)CC, CSc1ccccc1C(=O)c1cc(C)ccc1C, O=C(O)C(F)(F)F, O. The product is CSc1ccccc1Cc1cc(C)ccc1C. Reaction SMILES: [CH2:19]([SiH:20]([CH2:21][CH3:22])[CH2:23][CH3:24])[CH3:25].[CH3:1][c:2]1[c:3]([C:9](=[O:10])[c:11]2[c:12]([S:17][CH3:18])[cH:13][cH:14][cH:15][cH:16]2)[cH:4][c:5]([CH3:8])[cH:6][cH:7]1.[F:26][C:27]([F:28])([F:29])[C:30]([OH:31])=[O:32].[OH2:33]>>[CH3:1][c:2]1[c:3]([CH2:9][c:11]2[c:12]([S:17][CH3:18])[cH:13][cH:14][cH:15][cH:16]2)[cH:4][c:5]([CH3:8])[cH:6][cH:7]1.